Dataset: the Open Reaction Database (ORD), a public repository of structured organic reaction records. Task: describe an organic reaction: reactants, conditions, products, and yield Reactants: CC(C)OCCBr, CC(C)(C)OC(=O)NC1C(=O)Nc2ccccc2-c2ccccc21. Yields the product CC(C)OCCN1C(=O)C(NC(=O)OC(C)(C)C)c2ccccc2-c2ccccc21. As a reaction SMILES: [Br:25][CH2:26][CH2:27][O:28][CH:29]([CH3:30])[CH3:31].[C:1]([CH3:2])([CH3:3])([CH3:4])[O:5][C:6]([NH:7][CH:8]1[c:9]2[c:10]([cH:20][cH:21][cH:22][cH:23]2)-[c:11]2[c:12]([cH:16][cH:17][cH:18][cH:19]2)[NH:13][C:14]1=[O:15])=[O:24]>>[C:1]([CH3:2])([CH3:3])([CH3:4])[O:5][C:6]([NH:7][CH:8]1[c:9]2[c:10]([cH:20][cH:21][cH:22][cH:23]2)-[c:11]2[c:12]([cH:16][cH:17][cH:18][cH:19]2)[N:13]([CH2:26][CH2:27][O:28][CH:29]([CH3:30])[CH3:31])[C:14]1=[O:15])=[O:24]. The reactants are [Br-], CCOCC, O=Cc1ccco1, [Mg+]c1ccccc1. The product is OC(c1ccccc1)c1ccco1. RXN SMILES: [Br-:8].[CH3:16][CH2:17][O:18][CH2:19][CH3:20].[CH:1]([c:2]1[cH:3][cH:4][cH:5][o:6]1)=[O:7].[c:9]1([Mg+:15])[cH:10][cH:11][cH:12][cH:13][cH:14]1>>[CH:1]([c:2]1[cH:3][cH:4][cH:5][o:6]1)([OH:7])[c:9]1[cH:10][cH:11][cH:12][cH:13][cH:14]1.